From a dataset of the Open Reaction Database (ORD), a public repository of structured organic reaction records. describe an organic reaction: reactants, conditions, products, and yield Reactants: I (hydroiodic acid), solution, C1=CC=CC2=NC3=CC=CC=C3C=C12 (acridine). Solvent: C(C)O (ethanol), C(C)O (ethanol), C(C)O (Ethanol). Conditions: temperature 55 celsius. Yields the product [I-].C1=CC=CC2=[NH+]C3=CC=CC=C3C=C12 (Acridinium iodide). Yield: 96.0%. As a reaction SMILES: [IH:1].[CH:2]1[C:15]2[C:6](=[N:7][C:8]3[C:13]([CH:14]=2)=[CH:12][CH:11]=[CH:10][CH:9]=3)[CH:5]=[CH:4][CH:3]=1>C(O)C>[I-:1].[CH:2]1[C:15]2[C:6](=[NH+:7][C:8]3[C:13]([CH:14]=2)=[CH:12][CH:11]=[CH:10][CH:9]=3)[CH:5]=[CH:4][CH:3]=1 |f:3.4|. Procedure details: Dropwise addition takes place of 1.5 g (7.5 mmole) of 65% hydroiodic acid to a 1.35 g (7.5 mmole) solution of acridine in 20 ml of ethanol. Towards the end of the addition an orange precipitate appears. Ethanol is then added accompanied by heating to 50 to 60° C. until the said precipitate has completely dissolved (approximately 20 ml of ethanol). Cooling takes place in the refrigerator and the acridinium iodide is filtered. In this way 2.2 g of a redorange monocrystalline solid are recovered co... Yields the product Cc1cc(C(=O)Nc2cccc(C#Cc3cncc(C(=O)N=S(C)(=O)c4cccc(C(=O)O)c4)c3)c2)n(C)n1. The reactants are C1CCOC1, COC(=O)c1cccc(S(C)(=O)=NC(=O)c2cncc(C#Cc3cccc(NC(=O)c4cc(C)nn4C)c3)c2)c1, CC(=O)O, [Na+], [OH-]. Reaction SMILES: [CH2:47]1[O:48][CH2:49][CH2:50][CH2:51]1.[CH3:1][n:2]1[n:3][c:4]([CH3:40])[cH:5][c:6]1[C:7](=[O:8])[NH:9][c:10]1[cH:11][c:12]([C:16]#[C:17][c:18]2[cH:19][c:20]([C:24](=[O:25])[N:26]=[S:27](=[O:28])([CH3:29])[c:30]3[cH:31][c:32]([C:33](=[O:34])[O:35][CH3:36])[cH:37][cH:38][cH:39]3)[cH:21][n:22][cH:23]2)[cH:13][cH:14][cH:15]1.[CH3:43][C:44](=[O:45])[OH:46].[Na+:42].[OH-:41]>>[CH3:1][n:2]1[n:3][c:4]([CH3:40])[cH:5][c:6]1[C:7](=[O:8])[NH:9][c:10]1[cH:11][c:12]([C:16]#[C:17][c:18]2[cH:19][c:20]([C:24](=[O:25])[N:26]=[S:27](=[O:28])([CH3:29])[c:30]3[cH:31][c:32]([C:33](=[O:34])[OH:35])[cH:37][cH:38][cH:39]3)[cH:21][n:22][cH:23]2)[cH:13][cH:14][cH:15]1. Reactants: CS(=O)(=O)NC1=C(C=C(CNC(OC(C)(C)C)=O)C=C1)I (tert-Butyl N-[4-(methanesulfonylamino)-3-iodobenzyl]carbamate), C(CCC)[Sn](C=C)(CCCC)CCCC (Tributyl vinyltin). Reagents/catalysts: C=1C=CC(=CC1)[P](C=2C=CC=CC2)(C=3C=CC=CC3)[Pd]([P](C=4C=CC=CC4)(C=5C=CC=CC5)C=6C=CC=CC6)([P](C=7C=CC=CC7)(C=8C=CC=CC8)C=9C=CC=CC9)[P](C=1C=CC=CC1)(C=1C=CC=CC1)C=1C=CC=CC1 (Pd(PPh3)4). The solvent is C1(=CC=CC=C1)C (toluene). Conditions: time 4 hour. The product is CS(=O)(=O)NC1=C(C=C(CNC(OC(C)(C)C)=O)C=C1)C=C (tert-butyl N-[4-(methanesulfonylamino)-3-vinylbenzyl]carbamate). Yield: 98.6%. As a reaction SMILES: [CH3:1][S:2]([NH:5][C:6]1[CH:20]=[CH:19][C:9]([CH2:10][NH:11][C:12](=[O:18])[O:13][C:14]([CH3:17])([CH3:16])[CH3:15])=[CH:8][C:7]=1I)(=[O:4])=[O:3].[CH2:22]([Sn](CCCC)(CCCC)C=C)[CH2:23]CC>C1(C)C=CC=CC=1.C1C=CC([P]([Pd]([P](C2C=CC=CC=2)(C2C=CC=CC=2)C2C=CC=CC=2)([P](C2C=CC=CC=2)(C2C=CC=CC=2)C2C=CC=CC=2)[P](C2C=CC=CC=2)(C2C=CC=CC=2)C2C=CC=CC=2)(C2C=CC=CC=2)C2C=CC=CC=2)=CC=1>[CH3:1][S:2]([NH:5][C:6]1[CH:20]=[CH:19][C:9]([CH2:10][NH:11][C:12](=[O:18])[O:13][C:14]([CH3:17])([CH3:16])[CH3:15])=[CH:8][C:7]=1[CH:22]=[CH2:23])(=[O:4])=[O:3] |^1:47,49,68,87|. Procedure: tert-Butyl N-[4-(methanesulfonylamino)-3-iodobenzyl]carbamate (1.0 g, 2.3 mmol) was dissolved in toluene (20 mL). Tributyl vinyltin (0.8 mL, 2.8 mmol) and Pd(PPh3)4 (140 mg, 0.12 mmol) were dropwisely added. The reaction mixture was stirred for 4 hrs in reflux. Toluene was removed in vacuo. The residue was extracted with EtOAc. A combined organic layer was washed with H2O, brine, dried over MgSO4, and concentrated in vacuo. The residue was purified with column chromatography (EtOAc: n-hexane=1:2...